describe an organic reaction: reactants, conditions, products, and yield From a dataset of the Open Reaction Database (ORD), a public repository of structured organic reaction records. Starting materials: Br.COC(=O)C=1CNCCC1 (1,2,5,6-tetrahydropyridine-3-carboxylic acid methyl ester hydrobromide), C(C)N(C(C)C)C(C)C (N-ethyl-N,N-diisopropylamine), BrCC1COC2=C(O1)C=CC=C2 (2-bromomethylbenzo-1,4-dioxan). The solvent is CN(C=O)C (dimethylformamide). Run at time 16 hour. Product: COC(=O)C=1CN(CCC1)CC1COC2=C(O1)C=CC=C2 (1-(benzo-1,4-dioxan-2-ylmethyl)-1,2,5,6-tetrahydropyridine-3-carboxylic acid methyl ester). Isolated yield 74.3%. As a reaction SMILES: Br.[CH3:2][O:3][C:4]([C:6]1[CH2:7][NH:8][CH2:9][CH2:10][CH:11]=1)=[O:5].C(N(C(C)C)C(C)C)C.Br[CH2:22][CH:23]1[O:28][C:27]2[CH:29]=[CH:30][CH:31]=[CH:32][C:26]=2[O:25][CH2:24]1>CN(C)C=O>[CH3:2][O:3][C:4]([C:6]1[CH2:7][N:8]([CH2:22][CH:23]2[O:28][C:27]3[CH:29]=[CH:30][CH:31]=[CH:32][C:26]=3[O:25][CH2:24]2)[CH2:9][CH2:10][CH:11]=1)=[O:5] |f:0.1|. Reported procedure: First 11.1 g (50 mmol) of 1,2,5,6-tetrahydropyridine-3-carboxylic acid methyl ester hydrobromide (guvacoline hydrobromide) and then 22.6 g (175 mmol) of N-ethyl-N,N-diisopropylamine are added to a solution of 11.45 g (50 mmol) of 2-bromomethylbenzo-1,4-dioxan (U.S. Pat. No. 2,366,102) in 100 ml of absolute dimethylformamide. The mixture is stirred for 16 hours at 50° and then concentrated by evaporation under a high vacuum. Water is added to the residue and extraction is carried out with diethyl... Reactants: Cl.C(C)(C)C=1C=C(C=CC1)[C@H](C)N ((S)-1-(3-isopropylphenyl)ethanamine hydrochloride), COC([C@@H](CC)OC=1C=C(CN2C(=C(C3=CC(=CC=C23)C(=O)O)C)C)C=CC1)=O ((R)-1-(3-((1-methoxy-1-oxobutan-2-yl)oxy)benzyl)-2,3-dimethyl-1H-indole-5-carboxylic acid). The product is C(C)(C)C=1C=C(C=CC1)[C@H](C)NC(=O)C=1C=C2C(=C(N(C2=CC1)CC=1C=C(O[C@@H](C(=O)OC)CC)C=CC1)C)C ((R)-Methyl 2-(3-((5-(((S)-1-(3-isopropylphenyl)ethyl)carbamoyl)-2,3-dimethyl-1H-indol-1-yl)methyl)phenoxy)butanoate). Reaction SMILES: Cl.[CH:2]([C:5]1[CH:6]=[C:7]([C@@H:11]([NH2:13])[CH3:12])[CH:8]=[CH:9][CH:10]=1)([CH3:4])[CH3:3].[CH3:14][O:15][C:16](=[O:42])[C@H:17]([O:20][C:21]1[CH:22]=[C:23]([CH:39]=[CH:40][CH:41]=1)[CH2:24][N:25]1[C:33]2[C:28](=[CH:29][C:30]([C:34](O)=[O:35])=[CH:31][CH:32]=2)[C:27]([CH3:37])=[C:26]1[CH3:38])[CH2:18][CH3:19]>>[CH:2]([C:5]1[CH:6]=[C:7]([C@@H:11]([NH:13][C:34]([C:30]2[CH:29]=[C:28]3[C:33](=[CH:32][CH:31]=2)[N:25]([CH2:24][C:23]2[CH:22]=[C:21]([CH:41]=[CH:40][CH:39]=2)[O:20][C@H:17]([CH2:18][CH3:19])[C:16]([O:15][CH3:14])=[O:42])[C:26]([CH3:38])=[C:27]3[CH3:37])=[O:35])[CH3:12])[CH:8]=[CH:9][CH:10]=1)([CH3:4])[CH3:3] |f:0.1|. Reported procedure: The title compound was prepared following the same protocol as described in Step 5, Example 36, using the (S)-1-(3-isopropylphenyl)ethanamine hydrochloride instead of the (S)-1-(3-cyclopropylphenyl)ethanamine hydrochloride and the (R)-1-(3-((1-methoxy-1-oxobutan-2-yl)oxy)benzyl)-2,3-dimethyl-1H-indole-5-carboxylic acid instead of the 1-(4-(2-methoxy-2-oxoethoxy)benzyl)-2,3-dimethyl-1H-indole-5-carboxylic acid. Product: ClC1=CC=C(C=C1)OC[C@@H]1CC[C@H](CC1)[C@@H]1CC[Si@H](CC1)CCCCC (trans-4-(trans-4-(4-chlorophenyloxymethyl)cyclohexyl)-1-n-pentyl-1-silacyclohexane). The reactants are C(CCCC)Br (n-pentyl bromide), ClC1=CC=C(C=C1)OC[C@@H]1CC[C@H](CC1)C1CC[SiH](CC1)Cl (4-(trans-4-(4-chlorophenyloxymethyl)cyclohexyl)-1-chloro-1-silacyclohexane). RXN SMILES: [CH2:1](Br)[CH2:2][CH2:3][CH2:4][CH3:5].[Cl:7][C:8]1[CH:13]=[CH:12][C:11]([O:14][CH2:15][C@H:16]2[CH2:21][CH2:20][C@H:19]([CH:22]3[CH2:27][CH2:26][SiH:25](Cl)[CH2:24][CH2:23]3)[CH2:18][CH2:17]2)=[CH:10][CH:9]=1>>[Cl:7][C:8]1[CH:13]=[CH:12][C:11]([O:14][CH2:15][C@H:16]2[CH2:21][CH2:20][C@H:19]([C@H:22]3[CH2:27][CH2:26][Si@H:25]([CH2:1][CH2:2][CH2:3][CH2:4][CH3:5])[CH2:24][CH2:23]3)[CH2:18][CH2:17]2)=[CH:10][CH:9]=1. Procedure: The general procedure of Example 30 was repeated using n-pentyl bromide and 4-(trans-4-(4-chlorophenyloxymethyl)cyclohexyl)-1-chloro-1-silacyclohexane, thereby obtaining the intended compound. The reagents and catalysts are [Pd] (palladium/carbon). Reaction conditions: time 1 hour. Run in C(C)O (ethanol). Reactants: C(C)OP(=O)(CN1C(NCC1=O)=O)CC(C(=O)OCC1=CC=CC=C1)CC(C)C (benzyl 2(RS)-[[(RS)-(ethoxy)[(2,5-dioxo-1-imidazolidinyl)methyl]phosphinyl]methyl]-4-methylvalerate). The product is C(C)OP(=O)(CN1C(NCC1=O)=O)CC(C(=O)O)CC(C)C (2(RS)-[[(RS)-(ethoxy)[(2,5-dioxo-1-imidazolidinyl)methyl]phosphinyl]methyl]-4-methylvaleric acid). Yield: 102.8%. Reaction SMILES: [CH2:1]([O:3][P:4]([CH2:14][CH:15]([CH2:26][CH:27]([CH3:29])[CH3:28])[C:16]([O:18]CC1C=CC=CC=1)=[O:17])([CH2:6][N:7]1[C:11](=[O:12])[CH2:10][NH:9][C:8]1=[O:13])=[O:5])[CH3:2]>C(O)C.[Pd]>[CH2:1]([O:3][P:4]([CH2:14][CH:15]([CH2:26][CH:27]([CH3:28])[CH3:29])[C:16]([OH:18])=[O:17])([CH2:6][N:7]1[C:11](=[O:12])[CH2:10][NH:9][C:8]1=[O:13])=[O:5])[CH3:2]. Reported procedure: 0.27 g (0.64 mmol) of benzyl 2(RS)-[[(RS)-(ethoxy)[(2,5-dioxo-1-imidazolidinyl)methyl]phosphinyl]methyl]-4-methylvalerate was dissolved in 10 ml of ethanol and the solution was hydrogenated in the presence of 0.2 g of 10% palladium/carbon at room temperature and under atmospheric pressure. After 1 hour, the catalyst was removed by filtration and the solvent was evaporated to give 0.22 g of 2(RS)-[[(RS)-(ethoxy)[(2,5-dioxo-1-imidazolidinyl)methyl]phosphinyl]methyl]-4-methylvaleric acid in the for... As a reaction SMILES: [C:18](=[O:19])([O-:20])[O-:21].[CH2:10]([c:11]1[cH:12][cH:13][cH:14][cH:15][cH:16]1)[SH:17].[CH3:24][N:25]1[CH2:26][CH2:27][CH2:28][C:29]1=[O:30].[Cs+:22].[Cs+:23].[F:1][c:2]1[cH:3][cH:4][c:5]([C:6]#[N:7])[cH:8][cH:9]1>>[c:2]1([S:17][CH2:10][c:11]2[cH:12][cH:13][cH:14][cH:15][cH:16]2)[cH:3][cH:4][c:5]([C:6]#[N:7])[cH:8][cH:9]1. The product is N#Cc1ccc(SCc2ccccc2)cc1. Reactants: O=C([O-])[O-], SCc1ccccc1, CN1CCCC1=O, [Cs+], [Cs+], N#Cc1ccc(F)cc1. The reactants are Fc1cc2ncnc(Nc3ccc(OCc4ccccc4)cc3)c2cc1-c1ccc(C2OCCO2)o1, C1CCOC1, Cl. Yields the product O=Cc1ccc(-c2cc3c(Nc4ccc(OCc5ccccc5)cc4)ncnc3cc2F)o1, Cl. Reaction SMILES: [CH2:1]([c:2]1[cH:3][cH:4][cH:5][cH:6][cH:7]1)[O:8][c:9]1[cH:10][cH:11][c:12]([NH:15][c:16]2[n:17][cH:18][n:19][c:20]3[cH:21][c:22]([F:36])[c:23](-[c:26]4[o:27][c:28]([CH:31]5[O:32][CH2:35][CH2:34][O:33]5)[cH:29][cH:30]4)[cH:24][c:25]23)[cH:13][cH:14]1.[CH2:38]1[O:39][CH2:40][CH2:41][CH2:42]1.[ClH:37]>>[CH2:1]([c:2]1[cH:3][cH:4][cH:5][cH:6][cH:7]1)[O:8][c:9]1[cH:10][cH:11][c:12]([NH:15][c:16]2[n:17][cH:18][n:19][c:20]3[cH:21][c:22]([F:36])[c:23](-[c:26]4[o:27][c:28]([CH:31]=[O:32])[cH:29][cH:30]4)[cH:24][c:25]23)[cH:13][cH:14]1.[ClH:37]. Reactants: Cl.FC1=C(OC2CCNCC2)C=C(C=C1)F (4-(2,5-difluoro-phenoxy)-piperidine hydrochloride), C1(=CC=CC=C1)C1=CC(=NN1)C(=O)NCC(=O)O ([(5-phenyl-1H-pyrazole-3-carbonyl)-amino]-acetic acid), CCN(C(C)C)C(C)C (DIPEA), C=1C=CC2=C(C1)N=NN2O (HOBt), CCN=C=NCCCN(C)C.Cl (EDCI.HCl). The solvent is CN(C)C=O (DMF), O (water). Conditions: time 2 minute. Yields the product FC1=C(OC2CCN(CC2)C(CNC(=O)C2=NNC(=C2)C2=CC=CC=C2)=O)C=C(C=C1)F (5-phenyl-1H-pyrazole-3-carboxylic acid {2-[4-(2,5-difluoro-phenoxy)-piperidin-1-yl]-2-oxo-ethyl}-amide). The yield is 49.2%. RXN SMILES: [C:1]1([C:7]2[NH:11][N:10]=[C:9]([C:12]([NH:14][CH2:15][C:16]([OH:18])=O)=[O:13])[CH:8]=2)[CH:6]=[CH:5][CH:4]=[CH:3][CH:2]=1.CCN(C(C)C)C(C)C.C1C=CC2N(O)N=NC=2C=1.CCN=C=NCCCN(C)C.Cl.Cl.[F:51][C:52]1[CH:64]=[CH:63][C:62]([F:65])=[CH:61][C:53]=1[O:54][CH:55]1[CH2:60][CH2:59][NH:58][CH2:57][CH2:56]1>CN(C=O)C.O>[F:51][C:52]1[CH:64]=[CH:63][C:62]([F:65])=[CH:61][C:53]=1[O:54][CH:55]1[CH2:56][CH2:57][N:58]([C:16](=[O:18])[CH2:15][NH:14][C:12]([C:9]2[CH:8]=[C:7]([C:1]3[CH:2]=[CH:3][CH:4]=[CH:5][CH:6]=3)[NH:11][N:10]=2)=[O:13])[CH2:59][CH2:60]1 |f:3.4,5.6|. Procedure details: To a stirred solution of [(5-phenyl-1H-pyrazole-3-carbonyl)-amino]-acetic acid (0.075 g, 0.0003 mol) in DMF (2 mL) was added DIPEA (0.135 g, 0.0012 mol), HOBt (0.061 g, 0.00045 mol) and EDCI.HCl (0.086 g, 0.00045 mol) at ambient temperature. After 2 minutes, 4-(2,5-difluoro-phenoxy)-piperidine hydrochloride (0.076 g, 0.0003 mol) was added and the resulting mixture was stirred overnight. The reaction mixture was then diluted with cold water and the product was extracted with ethyl acetate. The et...